This data is from the Open Reaction Database (ORD), a public repository of structured organic reaction records. The task is: describe an organic reaction: reactants, conditions, products, and yield Reactants: C(=O)(N1C=NC=C1)N1C=NC=C1 (1,1'-Carbonylbis-1H-imidazole), O1C(CCC2=C1C1=C(C=C2)CCC1)C(=O)O ((±)-2,3,4,7,8,9-hexahydrocyclopenta[h]-1-benzopyran-2-carboxylic acid), [H-].C(C(C)C)[Al+]CC(C)C (diisobutylaluminum hydride), CC1=CC=CC=C1 (methyl benzene). The solvent is CO (methanol), O1CCCC1 (tetrahydrofuran), O (water). Conditions: temperature -80 celsius. Yields the product O1C(CCC2=C1C1=C(C=C2)CCC1)C=O ((±)-2,3,4,7,8,9-hexahydrocyclopenta[h]-1-benzopyran-2-carboxaldehyde). Yield: 53.9%. RXN SMILES: [O:1]1[C:6]2[C:7]3[CH2:13][CH2:12][CH2:11][C:8]=3[CH:9]=[CH:10][C:5]=2[CH2:4][CH2:3][CH:2]1[C:14](O)=[O:15].C(N1C=CN=C1)(N1C=CN=C1)=O.[H-].C([Al+]CC(C)C)C(C)C.CC1C=CC=CC=1>O1CCCC1.O.CO>[O:1]1[C:6]2[C:7]3[CH2:13][CH2:12][CH2:11][C:8]=3[CH:9]=[CH:10][C:5]=2[CH2:4][CH2:3][CH:2]1[CH:14]=[O:15] |f:2.3|. Reported procedure: A mixture of intermediate (4-a) (0.11 mol) in tetrahydrofuran (250 ml) was stirred under nitrogen flow. 1,1'-Carbonylbis-1H-imidazole (0.11 mol) was added and the reaction mixture was stirred for 2 hours at room temperature. Then, it was cooled to -80° C. A solution of diisobutylaluminum hydride in methyl benzene (20%) (0.33 mol) was added dropwise and the reaction mixture was stirred for 2 hours at -80° C. The mixture was decomposed with methanol, then poured out into water. The mixture was aci... Starting materials: N1(N=NC=C1)CCC#CC=1C=NC(=NC1)OCC=1N=C(OC1)C=CC1=CC=C(C=C1)C(F)(F)F (5-(4-[1,2,3]Triazol-1-yl-but-1-ynyl)-2-{2-[2-(4-trifluoromethyl-phenyl)-vinyl]-oxazol-4-ylmethoxy}-pyrimidine). Reagents/catalysts: [Pd] (palladium on charcoal). Solvent: C(C)(=O)OCC (ethyl acetate). The product is N1(N=NC=C1)CCCCC=1C=NC(=NC1)OCC=1N=C(OC1)C=CC1=CC=C(C=C1)C(F)(F)F (5-(4-[1,2,3]-triazol-1-yl-butyl)-2-{2-[2-(4-trifluoromethyl-phenyl)-vinyl]-oxazol-4-ylmethoxy}-pyrimidine). As a reaction SMILES: [N:1]1([CH2:6][CH2:7][C:8]#[C:9][C:10]2[CH:11]=[N:12][C:13]([O:16][CH2:17][C:18]3[N:19]=[C:20]([CH:23]=[CH:24][C:25]4[CH:30]=[CH:29][C:28]([C:31]([F:34])([F:33])[F:32])=[CH:27][CH:26]=4)[O:21][CH:22]=3)=[N:14][CH:15]=2)[CH:5]=[CH:4][N:3]=[N:2]1>C(OCC)(=O)C.[Pd]>[N:1]1([CH2:6][CH2:7][CH2:8][CH2:9][C:10]2[CH:11]=[N:12][C:13]([O:16][CH2:17][C:18]3[N:19]=[C:20]([CH:23]=[CH:24][C:25]4[CH:26]=[CH:27][C:28]([C:31]([F:34])([F:32])[F:33])=[CH:29][CH:30]=4)[O:21][CH:22]=3)=[N:14][CH:15]=2)[CH:5]=[CH:4][N:3]=[N:2]1. Reported procedure: 5-(4-[1,2,3]Triazol-1-yl-but-1-ynyl)-2-{2-[2-(4-trifluoromethyl-phenyl)-vinyl]-oxazol-4-ylmethoxy}-pyrimidine (0.047 g, 0.1 mmol) is dissolved in ethyl acetate (3 ml) and hydrogenated for 1 h at r.t. in the presence of palladium on charcoal (10%, 20 mg). After filtration and concentration in vacuo the crude product is purified by flash column chromatography (ethyl acetate/hexanes 1:3->ethyl acetate (100%)) yielding 5-(4-[1,2,3]-triazol-1-yl-butyl)-2-{2-[2-(4-trifluoromethyl-phenyl)-vinyl]-oxazol... Reactants: BrB(Br)Br, COc1c(C)cc(C)cc1S(=O)(=O)Nc1c(C)cc(C)c(N2CCCCC2)c1C, ClCCl. The product is Cc1cc(C)c(O)c(S(=O)(=O)Nc2c(C)cc(C)c(N3CCCCC3)c2C)c1. Reaction SMILES: [B:30]([Br:31])([Br:32])[Br:33].[CH3:1][O:2][c:3]1[c:4]([S:11](=[O:12])(=[O:13])[NH:14][c:15]2[c:16]([CH3:29])[c:17]([N:23]3[CH2:24][CH2:25][CH2:26][CH2:27][CH2:28]3)[c:18]([CH3:22])[cH:19][c:20]2[CH3:21])[cH:5][c:6]([CH3:10])[cH:7][c:8]1[CH3:9].[Cl:34][CH2:35][Cl:36]>>[OH:2][c:3]1[c:4]([S:11](=[O:12])(=[O:13])[NH:14][c:15]2[c:16]([CH3:29])[c:17]([N:23]3[CH2:24][CH2:25][CH2:26][CH2:27][CH2:28]3)[c:18]([CH3:22])[cH:19][c:20]2[CH3:21])[cH:5][c:6]([CH3:10])[cH:7][c:8]1[CH3:9].